This data is from the Open Reaction Database (ORD), a public repository of structured organic reaction records. The task is: describe an organic reaction: reactants, conditions, products, and yield Reactants: FC1=CC=C(CN2C(=CC=C2)C(=O)O)C=C1 (1-(4-fluorobenzyl)-pyrrole-2-carboxylic acid), C(C)OC(CC=1N=C(SC1)N)=O (2-aminothiazol-4-yl acetic acid ethyl ester). Product: C(C)OC(CC=1N=C(SC1)NC(=O)C=1N(C=CC1)CC1=CC=C(C=C1)F)=O ((2-{[1-(4-Fluorobenzyl)-1H-pyrrole-2-carbonyl]-amino}-thiazol-4-yl) acetic acid ethyl ester). The yield is 61.9%. As a reaction SMILES: [F:1][C:2]1[CH:16]=[CH:15][C:5]([CH2:6][N:7]2[CH:11]=[CH:10][CH:9]=[C:8]2[C:12]([OH:14])=O)=[CH:4][CH:3]=1.[CH2:17]([O:19][C:20](=[O:28])[CH2:21][C:22]1[N:23]=[C:24]([NH2:27])[S:25][CH:26]=1)[CH3:18]>>[CH2:17]([O:19][C:20](=[O:28])[CH2:21][C:22]1[N:23]=[C:24]([NH:27][C:12]([C:8]2[N:7]([CH2:6][C:5]3[CH:4]=[CH:3][C:2]([F:1])=[CH:16][CH:15]=3)[CH:11]=[CH:10][CH:9]=2)=[O:14])[S:25][CH:26]=1)[CH3:18]. Reported procedure: (2-{[1-(4-Fluorobenzyl)-1H-pyrrole-2-carbonyl]-amino}-thiazol-4-yl) acetic acid ethyl ester (60 mg) was prepared from 1-(4-fluorobenzyl)-pyrrole-2-carboxylic acid (55 mg, 0.25 mmol) and 2-aminothiazol-4-yl acetic acid ethyl ester (47 mg, 0.25 mmol) following the general procedure F. Starting materials: B, CC(C)(C)OC(=O)N1c2ccccc2CCC1C(=O)O, O=C([O-])[O-], [K+], [K+], C1CCOC1, C1CCOC1, O. As a reaction SMILES: [BH3:26].[C:1]([CH3:2])([CH3:3])([CH3:4])[O:5][C:6](=[O:7])[N:8]1[CH:9]([C:18](=[O:19])[OH:20])[CH2:10][CH2:11][c:12]2[cH:13][cH:14][cH:15][cH:16][c:17]21.[C:28](=[O:29])([O-:30])[O-:31].[K+:32].[K+:33].[O:21]1[CH2:22][CH2:23][CH2:24][CH2:25]1.[O:34]1[CH2:35][CH2:36][CH2:37][CH2:38]1.[OH2:27]>>[C:1]([CH3:2])([CH3:3])([CH3:4])[O:5][C:6](=[O:7])[N:8]1[CH:9]([CH2:18][OH:19])[CH2:10][CH2:11][c:12]2[cH:13][cH:14][cH:15][cH:16][c:17]21. Product: CC(C)(C)OC(=O)N1c2ccccc2CCC1CO.